From a dataset of the Open Reaction Database (ORD), a public repository of structured organic reaction records. describe an organic reaction: reactants, conditions, products, and yield Starting materials: COC=1C=CC2=C(CCN(C(N2)=O)C2CCN(CC2)C2=CC(=NC=N2)C(=O)O)C1 (6-[4-(7-methoxy-2-oxo-1,2,4,5-tetrahydro-1,3-benzodiazepin-3-yl)-piperidin-1-yl]pyrimidine-4-carboxylic acid), CN(C)C(=[N+](C)C)ON1C2=C(C=CC=C2)N=N1.[B-](F)(F)(F)F (TBTU), COC1=CC=C2CCNC2=C1 (6-methoxy-2,3-dihydro-1H-indole), TEA. Solvent: CN(C)C=O (DMF). Reaction conditions: time 1 hour. Product: COC1=CC2=C(NC(N(CC2)C2CCN(CC2)C2=NC=NC(=C2)C(=O)N2CCC3=CC=C(C=C23)OC)=O)C=C1 (7-methoxy-3-{1-[6-(6-methoxy-2,3-dihydro-indole-1-carbonyl)-pyrimidin-4-yl]-piperidin-4-yl}-1,3,4,5-tetrahydro-benzo[d][1,3]diazepin-2-one). Reaction SMILES: [CH3:1][O:2][C:3]1[CH:4]=[CH:5][C:6]2[NH:12][C:11](=[O:13])[N:10]([CH:14]3[CH2:19][CH2:18][N:17]([C:20]4[N:25]=[CH:24][N:23]=[C:22]([C:26]([OH:28])=O)[CH:21]=4)[CH2:16][CH2:15]3)[CH2:9][CH2:8][C:7]=2[CH:29]=1.[CH3:30][O:31][C:32]1[CH:40]=[C:39]2[C:35]([CH2:36][CH2:37][NH:38]2)=[CH:34][CH:33]=1.CN(C(ON1N=NC2C=CC=CC1=2)=[N+](C)C)C.[B-](F)(F)(F)F>CN(C=O)C>[CH3:1][O:2][C:3]1[CH:4]=[CH:5][C:6]2[NH:12][C:11](=[O:13])[N:10]([CH:14]3[CH2:15][CH2:16][N:17]([C:20]4[CH:21]=[C:22]([C:26]([N:38]5[C:39]6[C:35](=[CH:34][CH:33]=[C:32]([O:31][CH3:30])[CH:40]=6)[CH2:36][CH2:37]5)=[O:28])[N:23]=[CH:24][N:25]=4)[CH2:18][CH2:19]3)[CH2:9][CH2:8][C:7]=2[CH:29]=1 |f:2.3|. Procedure: 80 mg (0.20 mmol) 6-[4-(7-methoxy-2-oxo-1,2,4,5-tetrahydro-1,3-benzodiazepin-3-yl)-piperidin-1-yl]pyrimidine-4-carboxylic acid and 30 mg (0.20 mmol) 6-methoxy-2,3-dihydro-1H-indole in 50 μL (0.36 mmol) TEA and 1.5 mL DMF were combined with 70 mg (0.22 mmol) TBTU and the mixture was stirred for 1 h at RT. Then the reaction mixture was purified by preparative HPLC-MS. The product-containing fractions were combined and freeze-dried.